From a dataset of the Open Reaction Database (ORD), a public repository of structured organic reaction records. describe an organic reaction: reactants, conditions, products, and yield Reactants: CC(C)(C)OC(=O)NC(Cc1ccccc1)C1CO1, c1nc[nH]n1. Yields the product CC(C)(C)OC(=O)NC(Cc1ccccc1)C(O)Cn1cncn1. RXN SMILES: [C:1]([CH3:2])([CH3:3])([CH3:4])[O:5][C:6]([NH:7][CH:8]([CH2:9][c:10]1[cH:11][cH:12][cH:13][cH:14][cH:15]1)[CH:16]1[O:17][CH2:18]1)=[O:19].[nH:20]1[n:21][cH:22][n:23][cH:24]1>>[C:1]([CH3:2])([CH3:3])([CH3:4])[O:5][C:6]([NH:7][CH:8]([CH2:9][c:10]1[cH:11][cH:12][cH:13][cH:14][cH:15]1)[CH:16]([OH:17])[CH2:18][n:20]1[n:21][cH:22][n:23][cH:24]1)=[O:19]. The reactants are O=C([O-])[O-], COc1ccccc1N, COC(=O)c1cccc(I)c1C(=O)OC, Cc1ccccc1, ClCCl, [Cs+], [Cs+], O=C(C=Cc1ccccc1)C=Cc1ccccc1, O=C(C=Cc1ccccc1)C=Cc1ccccc1, O=C(C=Cc1ccccc1)C=Cc1ccccc1, [Pd], [Pd]. Yields the product COC(=O)c1cccc(Nc2ccccc2OC)c1C(=O)OC. As a reaction SMILES: [C:25](=[O:26])([O-:27])[O-:28].[CH3:16][O:17][c:18]1[c:19]([NH2:20])[cH:21][cH:22][cH:23][cH:24]1.[CH3:1][O:2][C:3]([c:4]1[c:5]([C:6](=[O:7])[O:8][CH3:9])[c:10]([I:14])[cH:11][cH:12][cH:13]1)=[O:15].[CH3:31][c:32]1[cH:33][cH:34][cH:35][cH:36][cH:37]1.[Cl:38][CH2:39][Cl:40].[Cs+:29].[Cs+:30].[O:43]=[C:44]([CH:45]=[CH:46][c:47]1[cH:48][cH:49][cH:50][cH:51][cH:52]1)[CH:53]=[CH:54][c:55]1[cH:56][cH:57][cH:58][cH:59][cH:60]1.[O:61]=[C:62]([CH:63]=[CH:64][c:65]1[cH:66][cH:67][cH:68][cH:69][cH:70]1)[CH:71]=[CH:72][c:73]1[cH:74][cH:75][cH:76][cH:77][cH:78]1.[O:79]=[C:80]([CH:81]=[CH:82][c:83]1[cH:84][cH:85][cH:86][cH:87][cH:88]1)[CH:89]=[CH:90][c:91]1[cH:92][cH:93][cH:94][cH:95][cH:96]1.[Pd:41].[Pd:42]>>[CH3:1][O:2][C:3]([c:4]1[c:5]([C:6](=[O:7])[O:8][CH3:9])[c:10]([NH:20][c:19]2[c:18]([O:17][CH3:16])[cH:24][cH:23][cH:22][cH:21]2)[cH:11][cH:12][cH:13]1)=[O:15].